This data is from the Open Reaction Database (ORD), a public repository of structured organic reaction records. The task is: describe an organic reaction: reactants, conditions, products, and yield Procedure details: 2-Nitro-4-aminobenzoic acid (261 mg, 1.43 mmol) was dissolved in 1 ml of SOCl2. The solution was refluxed for 1 hour. Excess SOCl2 was removed under reduced pressure and 5 ml of CH2Cl2, 1 ml of MeOH and TEA (0.24 ml, 1.7 mmol) were added to the residue. The reaction mixture was stirred at room temperature for 2 hours. Excess MeOH and TEA were removed and the residue was purified by column chromatography with ethyl acetate/hexane (1/3) to yield the title compound as a yellow solid (316 mg). Reaction conditions: time 2 hour. Yields the product [N+](=O)([O-])C1=C(C(=O)OC)C=CC(=C1)N (Methyl 2-Nitro-4-aminobenzoate). Starting materials: C(Cl)Cl (CH2Cl2), CO (MeOH), TEA, [N+](=O)([O-])C1=C(C(=O)O)C=CC(=C1)N (2-Nitro-4-aminobenzoic acid). RXN SMILES: [N+:1]([C:4]1[CH:12]=[C:11]([NH2:13])[CH:10]=[CH:9][C:5]=1[C:6]([OH:8])=[O:7])([O-:3])=[O:2].[CH2:14](Cl)Cl.CO>O=S(Cl)Cl>[N+:1]([C:4]1[CH:12]=[C:11]([NH2:13])[CH:10]=[CH:9][C:5]=1[C:6]([O:8][CH3:14])=[O:7])([O-:3])=[O:2]. Run in O=S(Cl)Cl (SOCl2), O=S(Cl)Cl (SOCl2). The reactants are CCN(C(C)C)C(C)C, NCCc1ccc(Cl)cc1, ClCCl, O=C(Cl)c1ccc(F)cc1. Yields the product O=C(NCCc1ccc(Cl)cc1)c1ccc(F)cc1. As a reaction SMILES: [CH:11]([N:12]([CH2:13][CH3:14])[CH:15]([CH3:16])[CH3:17])([CH3:18])[CH3:19].[Cl:1][c:2]1[cH:3][cH:4][c:5]([CH2:8][CH2:9][NH2:10])[cH:6][cH:7]1.[Cl:30][CH2:31][Cl:32].[F:20][c:21]1[cH:22][cH:23][c:24]([C:25](=[O:26])[Cl:27])[cH:28][cH:29]1>>[Cl:1][c:2]1[cH:3][cH:4][c:5]([CH2:8][CH2:9][NH:10][C:25]([c:24]2[cH:23][cH:22][c:21]([F:20])[cH:29][cH:28]2)=[O:26])[cH:6][cH:7]1.